This data is from the Open Reaction Database (ORD), a public repository of structured organic reaction records. The task is: describe an organic reaction: reactants, conditions, products, and yield The reactants are N1CC2(CCC1)C(NC1=CC=CC=C12)=O (spiro[indoline-3,3′-piperidin]-2-one), C(CCC)=O (butyraldehyde). The product is C(CCC)N1CC2(CCC1)C(NC1=CC=CC=C12)=O (1′-Butylspiro[indoline-3,3′-piperidin]-2-one). As a reaction SMILES: [NH:1]1[CH2:6][CH2:5][CH2:4][C:3]2([C:14]3[C:9](=[CH:10][CH:11]=[CH:12][CH:13]=3)[NH:8][C:7]2=[O:15])[CH2:2]1.[CH:16](=O)[CH2:17][CH2:18][CH3:19]>>[CH2:16]([N:1]1[CH2:6][CH2:5][CH2:4][C:3]2([C:14]3[C:9](=[CH:10][CH:11]=[CH:12][CH:13]=3)[NH:8][C:7]2=[O:15])[CH2:2]1)[CH2:17][CH2:18][CH3:19]. Procedure: The compound was prepared according to PROCEDURE 1, Method A by reaction with spiro[indoline-3,3′-piperidin]-2-one and butyraldehyde (10 equiv.). 13C NMR (CDCl3): δ 14.1, 20.6, 21.7, 29.1, 32.0, 49.0, 53.8, 58.5, 58.9, 109.9, 121.9, 126.4, 127.6, 134.9, 140.2, 182.4; MS (TSP): m/z (rel. int.) 260/259 (M+, 25/100). Reactants: COC(=O)Oc1cc(Nc2ncnc3cc(OCc4ccccc4)c(OC)cc23)c(F)cc1C, CO, ClC(Cl)Cl, Cl, [H][H], CN(C)C=O. The product is Cl, COC(=O)Oc1cc(Nc2ncnc3cc(O)c(OC)cc23)c(F)cc1C. Reaction SMILES: [CH2:2]([c:3]1[cH:4][cH:5][cH:6][cH:7][cH:8]1)[O:9][c:10]1[c:11]([O:34][CH3:35])[cH:12][c:13]2[c:14]([NH:20][c:21]3[c:22]([F:33])[cH:23][c:24]([CH3:32])[c:25]([O:27][C:28](=[O:29])[O:30][CH3:31])[cH:26]3)[n:15][cH:16][n:17][c:18]2[cH:19]1.[CH3:43][OH:44].[Cl:45][CH:46]([Cl:47])[Cl:48].[ClH:1].[H:36][H:37].[O:38]=[CH:39][N:40]([CH3:41])[CH3:42]>>[ClH:1].[OH:9][c:10]1[c:11]([O:34][CH3:35])[cH:12][c:13]2[c:14]([NH:20][c:21]3[c:22]([F:33])[cH:23][c:24]([CH3:32])[c:25]([O:27][C:28](=[O:29])[O:30][CH3:31])[cH:26]3)[n:15][cH:16][n:17][c:18]2[cH:19]1.